From a dataset of the Open Reaction Database (ORD), a public repository of structured organic reaction records. describe an organic reaction: reactants, conditions, products, and yield Reactants: C(C)(C)(C)OC(=O)N[C@H](C(C)(C)C)C(=O)O (N-(tert-butoxycarbonyl)-3-methyl-D-valine), ClC=1C=CC(=C(CNC([C@H]2NCCC2)=O)C1)N1N=CN=C1 (N-[5-chloro-2-(1H-1,2,4-triazol-1-yl)benzyl]-L-prolinamide), C(CCl)Cl (EDC), C1=CC2=C(N=C1)N(N=N2)O (HOAt), CCN(C(C)C)C(C)C (Hünig's base). Run in CN(C)C=O (DMF). Reaction conditions: time 18 hour. Yields the product CC([C@@H](N)C(=O)N1[C@H](C(=O)NCC2=C(C=CC(=C2)Cl)N2N=CN=C2)CCC1)(C)C (3-Methyl-D-valyl-N-[5-chloro-2-(1H-1,2,4-triazol-1-yl)benzyl]-L-prolinamide). RXN SMILES: C(OC([NH:8][C@@H:9]([C:14]([OH:16])=O)[C:10]([CH3:13])([CH3:12])[CH3:11])=O)(C)(C)C.[Cl:17][C:18]1[CH:19]=[CH:20][C:21]([N:33]2[CH:37]=[N:36][CH:35]=[N:34]2)=[C:22]([CH:32]=1)[CH2:23][NH:24][C:25](=[O:31])[C@@H:26]1[CH2:30][CH2:29][CH2:28][NH:27]1.C(Cl)CCl.C1C=NC2N(O)N=NC=2C=1.CCN(C(C)C)C(C)C>CN(C=O)C>[CH3:13][C:10]([CH3:11])([CH3:12])[C@H:9]([C:14]([N:27]1[CH2:28][CH2:29][CH2:30][C@H:26]1[C:25]([NH:24][CH2:23][C:22]1[CH:32]=[C:18]([Cl:17])[CH:19]=[CH:20][C:21]=1[N:33]1[CH:37]=[N:36][CH:35]=[N:34]1)=[O:31])=[O:16])[NH2:8]. Procedure details: A mixture of N-(tert-butoxycarbonyl)-3-methyl-D-valine (53 mg, 0.23 mmol), N-[5-chloro-2-(1H-1,2,4-triazol-1-yl)benzyl]-L-prolinamide (87 mg, 0.23 mmol, 1.0 equiv), EDC (66 mg, 0.34 mmol, 1.5 equiv), HOAt (16 mg, 0.11 mmol, 0.5 equiv) in DMF (1 mL) was brought to pH 6 by addition of Hünig's base and stirred at room temperature for 18 h. The solvent was removed in vacuo, and the resulting residue was dissolved in 2:1 CH2Cl2/TFA (3 mL) and stirred for 1 h. Solvent was again removed in vacuo, and p...